This data is from the Open Reaction Database (ORD), a public repository of structured organic reaction records. The task is: describe an organic reaction: reactants, conditions, products, and yield The reactants are CCOC(=O)c1cc2c(nc1C)CCCC2, CC(=O)[O-], CC(=O)OC(C)=O, Cc1ccccc1, [Na+], O=Cc1cccs1. Product: CCOC(=O)c1cc2c(nc1C)C(=Cc1cccs1)CCC2. Reaction SMILES: [CH2:1]([CH3:2])[O:3][C:4](=[O:5])[c:6]1[c:7]([CH3:16])[n:8][c:9]2[c:14]([cH:15]1)[CH2:13][CH2:12][CH2:11][CH2:10]2.[CH3:18][C:19](=[O:20])[O-:21].[CH3:29][C:30]([O:31][C:32](=[O:33])[CH3:34])=[O:35].[CH3:36][c:37]1[cH:38][cH:39][cH:40][cH:41][cH:42]1.[Na+:17].[s:22]1[c:23]([CH:27]=[O:28])[cH:24][cH:25][cH:26]1>>[CH2:1]([CH3:2])[O:3][C:4](=[O:5])[c:6]1[c:7]([CH3:16])[n:8][c:9]2[c:14]([cH:15]1)[CH2:13][CH2:12][CH2:11][C:10]2=[CH:27][c:23]1[s:22][cH:26][cH:25][cH:24]1. The reactants are CC(=O)C (acetone), C(CCC)[Li] (n-butyl lithium), CCCCCC (hexane), BrC1=CC(=C(C(=C1)C)N1N=C(C(=C1CC)CC1=C(C=CC2=CC=CC=C12)OCC)CC)C (1-(4-bromo-2,6-dimethylphenyl)-4-(2-ethoxy-naphthalen-1-ylmethyl)-3,5-diethyl-1H-pyrazole), O1CCCC1 (tetrahydrofuran). Conditions: time 10 minute. The product is C(C)OC1=C(C2=CC=CC=C2C=C1)CC=1C(=NN(C1CC)C1=C(C=C(C=C1C)C(C)(C)O)C)CC (2-{4-[4-(2-Ethoxy-naphthalen-1-ylmethyl)-3,5-diethyl-pyrazol-1-yl]-3,5-dimethylphenyl}-propan-2-ol). As a reaction SMILES: [CH2:1]([Li])[CH2:2][CH2:3][CH3:4].[CH3:6][CH2:7][CH2:8][CH2:9][CH2:10][CH3:11].Br[C:13]1[CH:18]=[C:17]([CH3:19])[C:16]([N:20]2[C:24]([CH2:25][CH3:26])=[C:23]([CH2:27]C3C4C(=CC=CC=4)C=CC=3OCC)[C:22]([CH2:41][CH3:42])=[N:21]2)=[C:15]([CH3:43])[CH:14]=1.[CH3:44][C:45]([CH3:47])=[O:46].[O:48]1CC[CH2:50][CH2:49]1>>[CH2:49]([O:48][C:8]1[CH:7]=[CH:6][C:4]2[C:10](=[CH:11][CH:1]=[CH:2][CH:3]=2)[C:9]=1[CH2:27][C:23]1[C:22]([CH2:41][CH3:42])=[N:21][N:20]([C:16]2[C:17]([CH3:19])=[CH:18][C:13]([C:45]([OH:46])([CH3:47])[CH3:44])=[CH:14][C:15]=2[CH3:43])[C:24]=1[CH2:25][CH3:26])[CH3:50]. Procedure details: To a solution of n-butyl lithium (0.18 ml of a 2.5 M hexane solution, 0.45 mmol) chilled in a dry ice-acetone bath, a solution of 1-(4-bromo-2,6-dimethylphenyl)-4-(2-ethoxy-naphthalen-1-ylmethyl)-3,5-diethyl-1H-pyrazole (0.200 g, 0.41 mmol) in 1.0 ml of anhydrous tetrahydrofuran was added dropwise. After stirring for 10 minutes, anhydrous acetone (0.090 ml, 1.23 mmol) was added and the resulting mixture was stirred 10 minutes. The reaction was stirred at ambient temperature for 2 hours before qu... The reactants are C(C)(C)(C)OC(=O)N1CC(CC1)C#C (3-Ethynyl-pyrrolidine-1-carboxylic acid tert-butyl ester), C(=O)(C(F)(F)F)O (TFA). Solvent: C(Cl)Cl (DCM). Run at time 3 hour. Yields the product FC(C(=O)[O-])(F)F.C(#C)C1C[NH2+]CC1 (3-Ethynyl-pyrrolidinium trifluoro-acetate). Reaction SMILES: C(OC([N:8]1[CH2:12][CH2:11][CH:10]([C:13]#[CH:14])[CH2:9]1)=O)(C)(C)C.[C:15]([OH:21])([C:17]([F:20])([F:19])[F:18])=[O:16]>C(Cl)Cl>[F:18][C:17]([F:20])([F:19])[C:15]([O-:21])=[O:16].[C:13]([CH:10]1[CH2:11][CH2:12][NH2+:8][CH2:9]1)#[CH:14] |f:3.4|. Procedure: To 0.85 g (4.35 mmol) 3-Ethynyl-pyrrolidine-1-carboxylic acid tert-butyl ester in 30 mL DCM was added 2 mL (26.0 mmol) TFA and stirring was continued at room temperature for 3 h. The solvents were evaporated and the residue was used for the next step without further purification. The reactants are C(#N)C1=CC=C(CBr)C=C1 (4-Cyanobenzylbromide), BrC=1N=C(NC1C=O)C (4-bromo-2-methylimidazole-5-carboxaldehyde), C([O-])([O-])=O.[K+].[K+] (potassium carbonate). Solvent: O (water), CC(=O)N(C)C (dimethylacetamide). Conditions: temperature -10 celsius, time 2 hour. Product: BrC=1N=C(N(C1C=O)CC1=CC=C(C=C1)C#N)C (4-Bromo-1-(4-cyanobenzyl)-2-methylimidazole-5-carboxaldehyde). Reaction SMILES: [C:1]([C:3]1[CH:10]=[CH:9][C:6]([CH2:7]Br)=[CH:5][CH:4]=1)#[N:2].[Br:11][C:12]1[N:13]=[C:14]([CH3:19])[NH:15][C:16]=1[CH:17]=[O:18].C(=O)([O-])[O-].[K+].[K+]>CC(N(C)C)=O.O>[Br:11][C:12]1[N:13]=[C:14]([CH3:19])[N:15]([CH2:7][C:6]2[CH:9]=[CH:10][C:3]([C:1]#[N:2])=[CH:4][CH:5]=2)[C:16]=1[CH:17]=[O:18] |f:2.3.4|. Procedure: 4-Cyanobenzylbromide (1.05 g, 5.39 mmol) was added to a solution of 4-bromo-2-methylimidazole-5-carboxaldehyde (1.02 g, 5.39 mmol) (Step A) in dimethylacetamide (15 mL). The solution was cooled to −10° C. and powdered potassium carbonate (0.745 g, 5.39 mmol) added. The reaction was stirred at −10° C. for 2 h, and a further 4 h at 20° C. The reaction was diluted with water and extracted with ethyl acetate. The organic phase was washed with water, saturated brine, and dried over magnesium sulfate.... Starting materials: Cl.C(N)(=O)C[C@H]1C(N(CCN1)CC(=O)O)=O ((S)-3-carbamoylmethyl-2-oxopiperazine-1-acetic acid hydrochloride), C([O-])([O-])=O.[Na+].[Na+] (sodium carbonate), C(O)([O-])=O.[K+] (potassium hydrogencarbonate), C(C1=CC=CC=C1)Br (benzyl bromide), di-t-butyl bicarbonate, crude product. The solvent is CN(C=O)C (dimethylformamide), C(C)(=O)OCC (ethyl acetate), CCOCC (ether), O (water), O1CCOCC1 (dioxane), Cl.C(C)(=O)OCC (HCl ethyl acetate). Yields the product Cl.C(C1=CC=CC=C1)OC(CN1C([C@@H](NCC1)CC(N)=O)=O)=O ((S)-3-Carbamoylmethyl-2-oxopiperazine-1-acetic acid benzyl ester hydrochloride). The yield is 50.0%. As a reaction SMILES: [ClH:1].[C:2]([CH2:5][C@@H:6]1[NH:11][CH2:10][CH2:9][N:8]([CH2:12][C:13]([OH:15])=[O:14])[C:7]1=[O:16])(=[O:4])[NH2:3].C(=O)([O-])[O-].[Na+].[Na+].C(=O)([O-])O.[K+].[CH2:28](Br)[C:29]1[CH:34]=[CH:33][CH:32]=[CH:31][CH:30]=1>CN(C)C=O.C(OCC)(=O)C.Cl.C(OCC)(=O)C.CCOCC.O.O1CCOCC1>[ClH:1].[CH2:28]([O:14][C:13](=[O:15])[CH2:12][N:8]1[CH2:9][CH2:10][NH:11][C@@H:6]([CH2:5][C:2](=[O:4])[NH2:3])[C:7]1=[O:16])[C:29]1[CH:34]=[CH:33][CH:32]=[CH:31][CH:30]=1 |f:0.1,2.3.4,5.6,10.11,15.16|. Reported procedure: To a mixture of 1.8 g of (S)-3-carbamoylmethyl-2-oxopiperazine-1-acetic acid hydrochloride, 3.0 g of sodium carbonate, 20 ml of dioxane and 20 ml of water was added, while stirring vigorously, 2.0 g of di-t-butyl bicarbonate. The mixture was stirred vigorously for 2 hours at 0° C. The reaction mixture was concentrated to half of its original volume. The concentrate was washed with ether and there was added 20 ml of a 10% aqueous solution of potassium hydrogensulfate, followed by extraction with ... Starting materials: O1C=CN=CC2=C1C=CC=C2 ([1,4]benzoxazepine), ClCCCC1=NOC2=C1C=CC(=C2)F (3-(3-chloropropyl)-6-fluoro-1,2-benzisoxazole), C(=O)([O-])[O-].[K+].[K+] (K2CO3). The solvent is CN(C)C=O (DMF). The product is C(C(=O)O)(=O)O.FC1=CC2=C(C(=NO2)CCCN2CCC(CC2)C2OC3=C(CN4C2=CC=C4)C=CC=C3)C=C1 (11-{1-[3-(6-Fluoro-1,2-benzisoxazol-3-yl)propyl]piperidin-4-yl}-5H,11H-pyrrolo[2,1-c][1,4]benzoxazepine oxalate). RXN SMILES: [O:1]1[C:7]2[CH:8]=[CH:9][CH:10]=[CH:11][C:6]=2[CH:5]=[N:4][CH:3]=[CH:2]1.Cl[CH2:13][CH2:14][CH2:15][C:16]1[C:20]2[CH:21]=[CH:22][C:23]([F:25])=[CH:24][C:19]=2[O:18][N:17]=1.[C:26]([O-:29])([O-:28])=O.[K+].[K+]>CN(C=O)C>[C:7]([OH:1])(=[O:18])[C:26]([OH:29])=[O:28].[F:25][C:23]1[CH:22]=[CH:21][C:20]2[C:16]([CH2:15][CH2:14][CH2:13][N:4]3[CH2:5][CH2:7][CH:8]([CH:9]4[C:10]5=[CH:11][CH:6]=[CH:5][N:4]5[CH2:3][C:2]5[CH:11]=[CH:6][CH:7]=[CH:8][C:26]=5[O:29]4)[CH2:2][CH2:3]3)=[N:17][O:18][C:19]=2[CH:24]=1 |f:2.3.4,6.7|. Procedure: To 50 ml dry DMF were added 11-(piperidin-4-yl)-5H,11H-pyrrolo2,1-c][1,4]benzoxazepine (3.0 g, 0.0112 mole), 3-(3-chloropropyl)-6-fluoro-1,2-benzisoxazole (4.2 g, 0.02 mole), milled K2CO3 (10 g, 0.07 mole) and KI (0.01 g).